This data is from the Open Reaction Database (ORD), a public repository of structured organic reaction records. The task is: describe an organic reaction: reactants, conditions, products, and yield Starting materials: C(C1=CC=CC=C1)(C1=CC=CC=C1)(C1=CC=CC=C1)N1C=NC(=C1)COCC(=O)OCC (ethyl (1-trityl-1H-imidazol-4-ylmethoxy)acetate). The solvent is O1CCCC1 (tetrahydrofuran), [OH-].[Na+] (NaOH). Product: C(C1=CC=CC=C1)(C1=CC=CC=C1)(C1=CC=CC=C1)N1C=NC(=C1)COCC(=O)O ((1-Trityl-1H-imidazol-4-ylmethoxy)acetic acid). Reaction SMILES: [C:1]([N:20]1[CH:24]=[C:23]([CH2:25][O:26][CH2:27][C:28]([O:30]CC)=[O:29])[N:22]=[CH:21]1)([C:14]1[CH:19]=[CH:18][CH:17]=[CH:16][CH:15]=1)([C:8]1[CH:13]=[CH:12][CH:11]=[CH:10][CH:9]=1)[C:2]1[CH:7]=[CH:6][CH:5]=[CH:4][CH:3]=1>O1CCCC1.[OH-].[Na+]>[C:1]([N:20]1[CH:24]=[C:23]([CH2:25][O:26][CH2:27][C:28]([OH:30])=[O:29])[N:22]=[CH:21]1)([C:14]1[CH:19]=[CH:18][CH:17]=[CH:16][CH:15]=1)([C:8]1[CH:9]=[CH:10][CH:11]=[CH:12][CH:13]=1)[C:2]1[CH:7]=[CH:6][CH:5]=[CH:4][CH:3]=1 |f:2.3|. Procedure: A mixture of 1.0 mmol of ethyl (1-trityl-1H-imidazol-4-ylmethoxy)acetate in 16 ml of tetrahydrofuran and 16 ml of 2N NaOH is stirred under reflux for 18 hours. The reaction mixture is cooled and the tetrahydrofuran is distilled off. 20 ml of 2N HCl are added to the aqueous residue, and the resulting suspension is diluted with tert-butyl methyl ether. The solid is filtered off and the filter cake is washed with water and tert-butyl methyl ether and dried. The title compound is obtained as a yello... Yields the product C#Cc1ccc(Cn2cc(-c3ccc(OC)cc3)ccc2=O)cn1. Starting materials: C1CCOC1, COc1ccc(-c2ccc(=O)n(Cc3ccc(C#C[Si](C)(C)C)nc3)c2)cc1, CCCC[N+](CCCC)(CCCC)CCCC, CC(C)OC(C)C, [F-], O. RXN SMILES: [CH2:54]1[O:55][CH2:56][CH2:57][CH2:58]1.[CH3:1][O:2][c:3]1[cH:4][cH:5][c:6](-[c:9]2[cH:10][cH:11][c:12](=[O:28])[n:13]([CH2:15][c:16]3[cH:17][n:18][c:19]([C:22]#[C:23][Si:24]([CH3:25])([CH3:26])[CH3:27])[cH:20][cH:21]3)[cH:14]2)[cH:7][cH:8]1.[CH3:30][CH2:31][CH2:32][CH2:33][N+:34]([CH2:35][CH2:36][CH2:37][CH3:38])([CH2:39][CH2:40][CH2:41][CH3:42])[CH2:43][CH2:44][CH2:45][CH3:46].[CH:47]([O:48][CH:49]([CH3:50])[CH3:51])([CH3:52])[CH3:53].[F-:29].[OH2:59]>>[CH3:1][O:2][c:3]1[cH:4][cH:5][c:6](-[c:9]2[cH:10][cH:11][c:12](=[O:28])[n:13]([CH2:15][c:16]3[cH:17][n:18][c:19]([C:22]#[CH:23])[cH:20][cH:21]3)[cH:14]2)[cH:7][cH:8]1. The reactants are CC1=CC=CC2=C1CCC(CC2=O)C(=O)O (1-methyl-5-oxo-6,7,8,9-tetrahydro-5H-benzocycloheptene-7-carboxylic acid), C(C(=O)Cl)(=O)Cl (oxalyl chloride). Solvent: ClCCl (dichloromethane). Run at time 8 hour. Product: COC(=O)C1CC(C2=C(CC1)C(=CC=C2)C)=O ((±)-1-methyl-5-oxo-6,7,8,9-tetrahydro-5H-benzocycloheptene-7-carboxylic acid methyl ester). Isolated yield 112.8%. As a reaction SMILES: [CH3:1][C:2]1[C:7]2[CH2:8][CH2:9][CH:10]([C:14]([OH:16])=[O:15])[CH2:11][C:12](=[O:13])[C:6]=2[CH:5]=[CH:4][CH:3]=1.[C:17](Cl)(=O)C(Cl)=O>ClCCl>[CH3:17][O:15][C:14]([CH:10]1[CH2:9][CH2:8][C:7]2[C:2]([CH3:1])=[CH:3][CH:4]=[CH:5][C:6]=2[C:12](=[O:13])[CH2:11]1)=[O:16]. Procedure: To a solution of 1-methyl-5-oxo-6,7,8,9-tetrahydro-5H-benzocycloheptene-7-carboxylic acid (5 g, 22.91 mmol) in dry dichloromethane (DCM) (15 mL), oxalyl chloride (6 mL, 68.75 mmol) was added dropwise at 0° C. The reaction mixture was stirred overnight at room temperature, concentrated in vacuo and to the residue dissolved in DCM (30 mL), methanol (15 mL) was added at 0° C. After stirring 1.5 h at room temperature, the mixture was diluted with water (60 mL) and extracted with DCM (100 mL), the or... Starting materials: Cl.O=C1C(CNCCC1)C(=O)OCC (ethyl 4-oxo-azepan-3-carboxylate hydrochloride), [H][H] (hydrogen). The reagents and catalysts are [Ru] (ruthenium). Run in C(C)O (ethanol), C(C)O (ethanol). Product: Cl.O[C@H]1[C@@H](CNCCC1)C(=O)OCC (ethyl (3R,4R)-4-hydroxy-azepan-3-carboxylate hydrochloride). As a reaction SMILES: [ClH:1].[O:2]=[C:3]1[CH2:9][CH2:8][CH2:7][NH:6][CH2:5][CH:4]1[C:10]([O:12][CH2:13][CH3:14])=[O:11].[H][H]>C(O)C.[Ru]>[ClH:1].[OH:2][C@@H:3]1[CH2:9][CH2:8][CH2:7][NH:6][CH2:5][C@H:4]1[C:10]([O:12][CH2:13][CH3:14])=[O:11] |f:0.1,5.6|. Procedure: As in Example 2, 23.2 g of ethyl 4-oxo-azepan-3-carboxylate hydrochloride in 90 ml of ethanol were hydrogenated with a solution of 36.1 mg of the ruthenium catalyst in 10 ml of ethanol under 40 bar hydrogen pressure at 30° C. for 21 hours and at 50° C. for 3 hours. The residue, consisting of about 80% 3R,4R and 20% 3S,4R isomers, was triturated with tetrahydrofuran and ethanol at 50° C. for half an hour and at room temperature for 4 hours. The crystals were filtered off under suction, washed wit...